This data is from the Open Reaction Database (ORD), a public repository of structured organic reaction records. The task is: describe an organic reaction: reactants, conditions, products, and yield The reactants are O=C1N2N(C([C@H](CC1)N1C(C=3C(C1=O)=CC=CC3)=O)=O)[C@@H](CC2)C(=O)OC(C)(C)C (tert.butyl 2,3,6,7,8,9-hexahydro-5,9-dioxo-8(S)-phthalimido-1H,5H-pyrazolo[1,2-a][1,2]diazepine-1(S)-carboxylate), O.NN (hydrazine hydrate). The solvent is C(C)O (ethanol). Run at time 1 hour. Product: N[C@H]1CCC(N2N(C1=O)[C@@H](CC2)C(=O)OC(C)(C)C)=O (tert.butyl 8(S)-amino-2,3,6,7,8,9-hexahydro-5,9-dioxo-1H,5H-pyrazolo[1,2-a][1,2]diazepine-1(S)-carboxylate). Yield: 93.0%. As a reaction SMILES: [O:1]=[C:2]1[CH2:8][CH2:7][C@H:6]([N:9]2C(=O)C3=CC=CC=C3C2=O)[C:5](=[O:20])[N:4]2[C@H:21]([C:24]([O:26][C:27]([CH3:30])([CH3:29])[CH3:28])=[O:25])[CH2:22][CH2:23][N:3]12.O.NN>C(O)C>[NH2:9][C@@H:6]1[C:5](=[O:20])[N:4]2[C@H:21]([C:24]([O:26][C:27]([CH3:29])([CH3:28])[CH3:30])=[O:25])[CH2:22][CH2:23][N:3]2[C:2](=[O:1])[CH2:8][CH2:7]1 |f:1.2|. Procedure: 2.48 g of tert.butyl 2,3,6,7,8,9-hexahydro-5,9-dioxo-8(S)-phthalimido-1H,5H-pyrazolo[1,2-a][1,2]diazepine-1(S)-carboxylate [prepared as described in Example 3(D)] were stirred at room temperature for 0.5 hour in 80 ml of ethanol with 0.3 g of hydrazine hydrate and the mixture was then evaporated. 90 ml of 2N acetic acid were added, the mixture was stirred at room temperature for 1 hour and was then filtered. The filtrate was made basic with solid sodium carbonate and then extracted twice with di... Starting materials: OC1=C(C=C(C=C1C1=CC=CC=C1)SC#N)C1=CC=CC=C1 (2'-hydroxy[1,1':3',1"-terphenyl]-5'-yl thiocyanate), C(C)P(CC)CC (Triethyl phosphine). Solvent: CC(=O)C (acetone), O (water). Run at temperature -5 celsius, time 1 hour. The product is SC=1C=C(C(=C(C1)C1=CC=CC=C1)O)C1=CC=CC=C1 (5'-mercapto[1,1':3',1"-terphenyl]-2'-ol). As a reaction SMILES: [OH:1][C:2]1[C:7]([C:8]2[CH:13]=[CH:12][CH:11]=[CH:10][CH:9]=2)=[CH:6][C:5]([S:14]C#N)=[CH:4][C:3]=1[C:17]1[CH:22]=[CH:21][CH:20]=[CH:19][CH:18]=1.C(P(CC)CC)C>CC(C)=O.O>[SH:14][C:5]1[CH:4]=[C:3]([C:17]2[CH:18]=[CH:19][CH:20]=[CH:21][CH:22]=2)[C:2]([OH:1])=[C:7]([C:8]2[CH:9]=[CH:10][CH:11]=[CH:12][CH:13]=2)[CH:6]=1. Procedure details: 2'-hydroxy[1,1':3',1"-terphenyl]-5'-yl thiocyanate (32.2 g, 0.106 mole) was dissolved in acetone (150 ml) and water (1.9 ml), stirred and cooled to -5° C. Triethyl phosphine (15.7 ml, 0.106 mole) was added dropwise over a period of 40 minutes. The reaction was stirred at 0° C. for 1 hour and then at room temperature for 2 hours. The solvent was evaporated and the product isolated by chromatography on silica. The reactants are [OH-].[Na+] (NaOH), C(C)(C)(C)OC(=O)N1[C@H](CN(CC1)CC1=CC=CC=C1)CC=CC1=CC=CC=C1 ((S)-4-benzyl-2-(3-phenyl-allyl)-piperazine-1-carboxylic acid tert-butyl ester), C(Cl)Cl (CH2Cl2), FC(C(=O)O)(F)F (trifluoroacetic acid). Solvent: C1(=CC=CC=C1)C (toluene). Reaction conditions: time 8 hour. Product: C(C1=CC=CC=C1)N1C[C@@H](NCC1)CC=CC1=CC=CC=C1 ((S)-1-Benzyl-3-(3-phenyl-allyl)-piperazine). The yield is 82.7%. As a reaction SMILES: C(OC([N:8]1[CH2:13][CH2:12][N:11]([CH2:14][C:15]2[CH:20]=[CH:19][CH:18]=[CH:17][CH:16]=2)[CH2:10][C@@H:9]1[CH2:21][CH:22]=[CH:23][C:24]1[CH:29]=[CH:28][CH:27]=[CH:26][CH:25]=1)=O)(C)(C)C.FC(F)(F)C(O)=O.C(Cl)Cl.[OH-].[Na+]>C1(C)C=CC=CC=1>[CH2:14]([N:11]1[CH2:12][CH2:13][NH:8][C@@H:9]([CH2:21][CH:22]=[CH:23][C:24]2[CH:29]=[CH:28][CH:27]=[CH:26][CH:25]=2)[CH2:10]1)[C:15]1[CH:16]=[CH:17][CH:18]=[CH:19][CH:20]=1 |f:3.4|. Reported procedure: Dissolve (S)-4-benzyl-2-(3-phenyl-allyl)-piperazine-1-carboxylic acid tert-butyl ester (2.37 g, 6.04 mmol) in toluene (50 mL) and treat with trifluoroacetic acid (10.3 g, 90.5 mmol) at room temperature, and stir the reaction mixture. After overnight, dilute the reaction with CH2Cl2, and basify with 2N NaOH (50 mL), extract the aqueous solution with CH2Cl2, wash the combined organic layers brine, dry over Na2SO4. Pass the crude product through a SCX column (10 g), collect the 0.2N NH3/MeOH eluent... Product: C/C(=C/C(=O)C1=CC=C(C=C1)C)/N[C@H](C(=O)O)CC1=CC=C(C=C1)OCCC=1N=C(OC1C)C1=CC=CC=C1 ((2S)-2-{[(Z)-1-methyl-3-(4-methylphenyl)-3-oxo-1-propenyl]amino}-3-{4-[2-(5-methyl-2-phenyl-1,3-oxazol-4-yl)ethoxy]phenyl}propanoic acid), Example 19. Reactants: N[C@H](C(=O)O)CC1=CC=C(C=C1)OCCC=1N=C(OC1C)C1=CC=CC=C1 ((2S)-2-amino-3-{4-[2-(5-methyl-2-phenyl-1,3oxazol-4-yl)ethoxy]phenyl}propanoic acid), C(=O)(C(F)(F)F)O (TFA), CC1=CC=C(C=C1)C(CC(C)=O)=O (1-(4-methylphenyl)-1,3-butanedione). RXN SMILES: [NH2:1][C@@H:2]([CH2:6][C:7]1[CH:12]=[CH:11][C:10]([O:13][CH2:14][CH2:15][C:16]2[N:17]=[C:18]([C:22]3[CH:27]=[CH:26][CH:25]=[CH:24][CH:23]=3)[O:19][C:20]=2[CH3:21])=[CH:9][CH:8]=1)[C:3]([OH:5])=[O:4].C(O)(C(F)(F)F)=O.[CH3:35][C:36]1[CH:41]=[CH:40][C:39]([C:42](=[O:47])[CH2:43][C:44](=O)[CH3:45])=[CH:38][CH:37]=1>>[CH3:45]/[C:44](/[NH:1][C@@H:2]([CH2:6][C:7]1[CH:12]=[CH:11][C:10]([O:13][CH2:14][CH2:15][C:16]2[N:17]=[C:18]([C:22]3[CH:27]=[CH:26][CH:25]=[CH:24][CH:23]=3)[O:19][C:20]=2[CH3:21])=[CH:9][CH:8]=1)[C:3]([OH:5])=[O:4])=[CH:43]/[C:42]([C:39]1[CH:38]=[CH:37][C:36]([CH3:35])=[CH:41][CH:40]=1)=[O:47]. Reported procedure: The title compound was prepared (as described above for the preparation of Example 2) from 790 mg (1.64 mmol) of Intermediate 45 (as the TFA salt) and 0.29 g (1.64 mmol) of Intermediate 27 (with 660 μL of DCA replacing Et3N) to yield crude product contaminated with DCA). A second silica gel chromatography column eluting with 8:1 DCM:MeOH gave 70 mg of Example 19 as a beige-colored solid: TLC (DCM/MeOH (4:1): Rf=0.58; 1H NMR (DMSO-d6, 400 MHz) δ11.43 (d, 1H, J=9.0), 7.96 (m, 2H), 7.74 (d, 2H, J=8... As a reaction SMILES: [C:1]([O-:6])(=[O:5])[C@H:2]([CH3:4])[OH:3].[Na+].[C:8]([OH:13])(=[O:12])[CH:9](C)C.C([O-])(=O)CO.[OH-].[Na+]>>[C:1]([O-:6])(=[O:5])[C:2]([CH3:4])=[O:3].[C:8]([O-:13])(=[O:12])[CH3:9] |f:0.1,4.5|. Reported procedure: Into a 3 oz. Fischer-Porter glass aerosol reaction vessel was placed a magnetic stirring bar and 10 mL of an aqueous solution containing sodium L-lactate (0.500M), isobutyric acid (HPLC internal standard, 0.100M), soluble spinach glycolate oxidase (6.0 IU/mL), and soluble Aspergillus niger catalase (10,000 IU/mL) at pH 9.0 (adjusted with 50% NaOH) and at 15° C.; no buffer was added. The reaction vessel was sealed and the reaction mixture was cooled to 15° C., then the vessel was flushed with oxy... Run at temperature 15 celsius, time 5 hour. Reactants: C([C@@H](O)C)(=O)[O-].[Na+] (sodium L-lactate), C(C(C)C)(=O)O (isobutyric acid), C(CO)(=O)[O-] (glycolate), [OH-].[Na+] (NaOH). Yields the product C(C(=O)C)(=O)[O-] (pyruvate), C(C)(=O)[O-] (acetate). Run in aqueous solution.